From a dataset of the Open Reaction Database (ORD), a public repository of structured organic reaction records. describe an organic reaction: reactants, conditions, products, and yield Reactants: O1N=CC=C1C1=C2C=3[C@H](CNC3C=C1)C[C@@H](C2)N(CCC)CCC ((-)(2aR,4S)-6-(5-isoxazolyl)-4-(di-n-propylamino)-1,2,2a,3,4,5-hexahydrobenz[cd]indole). Reagents/catalysts: O=[Mn]=O (MnO2). Run in C(Cl)Cl (CH2Cl2). Run at time 4 hour. Product: O1N=CC=C1C1=C2C=3C(=CNC3C=C1)C[C@@H](C2)N(CCC)CCC ((-)(4R)-6-(5-isoxazolyl)-4-(di-n-propylamino)-1,3,4,5-tetrahydrobenz[cd]indole). Yield: 50.2%. As a reaction SMILES: [O:1]1[C:5]([C:6]2[CH:14]=[CH:13][C:12]3[NH:11][CH2:10][C@@H:9]4[CH2:15][C@H:16]([N:18]([CH2:22][CH2:23][CH3:24])[CH2:19][CH2:20][CH3:21])[CH2:17][C:7]=2[C:8]=34)=[CH:4][CH:3]=[N:2]1>C(Cl)Cl.O=[Mn]=O>[O:1]1[C:5]([C:6]2[CH:14]=[CH:13][C:12]3[NH:11][CH:10]=[C:9]4[CH2:15][C@H:16]([N:18]([CH2:22][CH2:23][CH3:24])[CH2:19][CH2:20][CH3:21])[CH2:17][C:7]=2[C:8]=34)=[CH:4][CH:3]=[N:2]1. Procedure: A mixture of (-)(2aR,4S)-6-(5-isoxazolyl)-4-(di-n-propylamino)-1,2,2a,3,4,5-hexahydrobenz[cd]indole (253 mg, 0.8 mmol) and 1 g of MnO2 in 100 ml of CH2Cl2 was sonicated at 50-55 KHz for four hours. The reaction mixture was warmed to reflux during the time period. After four hours, the reaction mixture was filtered through a celite pad and the filtrate was concentrated to dryness in vacuo. The resulting residue was chromatographed (flash column, silica gel, EtOAc) to provide 130 mg of title produ... The reactants are COC(=N)Cc1ccc(CCc2csc(NC(C)=O)n2)cc1, CCO, CO, [Cl-], Cl, N, [NH4+]. The product is CC(=O)Nc1nc(CCc2ccc(CC(=N)N)cc2)cs1, Cl. RXN SMILES: [C:2]([CH3:3])(=[O:4])[NH:5][c:6]1[s:7][cH:8][c:9]([CH2:11][CH2:12][c:13]2[cH:14][cH:15][c:16]([CH2:19][C:20]([O:21][CH3:22])=[NH:23])[cH:17][cH:18]2)[n:10]1.[CH3:27][CH2:28][OH:29].[CH3:30][OH:31].[Cl-:24].[ClH:1].[NH3:26].[NH4+:25]>>[C:2]([CH3:3])(=[O:4])[NH:5][c:6]1[s:7][cH:8][c:9]([CH2:11][CH2:12][c:13]2[cH:14][cH:15][c:16]([CH2:19][C:20](=[NH:23])[NH2:25])[cH:17][cH:18]2)[n:10]1.[ClH:1]. Reactants: C(C)(C)(C)OC(=O)N1CCC(CC1)(C(=O)OCC)C(C1=CC(=CC=C1)N)C (ethyl N-tert-butoxycarbonyl-4-(3-amino-methylbenzyl)piperidine-4-carboxylate), CS(=O)(=O)Cl (methanesulfonyl chloride), N1=CC=CC=C1 (pyridine). Reaction conditions: temperature 70 celsius. Product: C(C)(C)(C)OC(=O)N1CCC(CC1)(C(=O)OCC)CC1=CC(=CC=C1)CNS(=O)(=O)C (Ethyl N-tert-butoxycarbonyl-4-[3-(methane-sulfonylaminomethyl)benzyl]piperidine-4-carboxylate). RXN SMILES: [C:1]([O:5][C:6]([N:8]1[CH2:13][CH2:12][C:11]([CH:19](C)[C:20]2[CH:25]=[CH:24][CH:23]=[C:22](N)[CH:21]=2)([C:14]([O:16][CH2:17][CH3:18])=[O:15])[CH2:10][CH2:9]1)=[O:7])([CH3:4])([CH3:3])[CH3:2].[CH3:28][S:29](Cl)(=[O:31])=[O:30].[N:33]1C=CC=C[CH:34]=1>>[C:1]([O:5][C:6]([N:8]1[CH2:13][CH2:12][C:11]([CH2:19][C:20]2[CH:25]=[CH:24][CH:23]=[C:22]([CH2:34][NH:33][S:29]([CH3:28])(=[O:31])=[O:30])[CH:21]=2)([C:14]([O:16][CH2:17][CH3:18])=[O:15])[CH2:10][CH2:9]1)=[O:7])([CH3:3])([CH3:2])[CH3:4]. Procedure details: A mixture of ethyl N-tert-butoxycarbonyl-4-(3-amino-methylbenzyl)piperidine-4-carboxylate (400 mg, 0.106 mmol) and methanesulfonyl chloride (99 μL, 0.127 mmol) in anhydrous pyridine (4 mL) was heated at 70° C. for 4 h. The resultant mixture was concentrated, and the residue was subjected to column chromatography on silica gel eluting with 50% ethyl acetate in hexane. Collection and oncentration of appropriate fraction provided the title compound. Reactants: C1(CC1)N1CCC(CC1)C(=N)NO (1-cyclopropyl-N-hydroxypiperidine-4-carboxamidine), ClC=1C=C(C(=O)Cl)C=CC1OC (3-chloro-4-methoxybenzoyl chloride). Yields the product C1(CC1)N1CCC(CC1)C1=NOC(=N1)C1=CC(=C(C=C1)OC)Cl (1-Cyclopropyl-4-[5-(3-chloro-4-methoxyphenyl)[1,2,4]oxadiazol-3-yl]piperidine). As a reaction SMILES: [CH:1]1([N:4]2[CH2:9][CH2:8][CH:7]([C:10]([NH:12][OH:13])=[NH:11])[CH2:6][CH2:5]2)[CH2:3][CH2:2]1.[Cl:14][C:15]1[CH:16]=[C:17]([CH:21]=[CH:22][C:23]=1[O:24][CH3:25])[C:18](Cl)=O>>[CH:1]1([N:4]2[CH2:9][CH2:8][CH:7]([C:10]3[N:11]=[C:18]([C:17]4[CH:21]=[CH:22][C:23]([O:24][CH3:25])=[C:15]([Cl:14])[CH:16]=4)[O:13][N:12]=3)[CH2:6][CH2:5]2)[CH2:2][CH2:3]1. Procedure: The title compound was prepared by a similar procedure to that described in Example 35a, starting from 1-cyclopropyl-N-hydroxypiperidine-4-carboxamidine and 3-chloro-4-methoxybenzoyl chloride. The reactants are COC(=O)Cc1cccc(OCc2nc(CCc3nc(-c4ccccc4)oc3C)no2)c1, CO, Cl, [Na+], C1CCOC1, [OH-], O. The product is Cc1oc(-c2ccccc2)nc1CCc1noc(COc2cccc(CC(=O)O)c2)n1. RXN SMILES: [CH3:1][c:2]1[c:3]([CH2:13][CH2:14][c:15]2[n:16][o:17][c:18]([CH2:20][O:21][c:22]3[cH:23][c:24]([CH2:28][C:29](=[O:30])[O:31][CH3:32])[cH:25][cH:26][cH:27]3)[n:19]2)[n:4][c:5](-[c:7]2[cH:8][cH:9][cH:10][cH:11][cH:12]2)[o:6]1.[CH3:42][OH:43].[ClH:40].[Na+:39].[O:33]1[CH2:34][CH2:35][CH2:36][CH2:37]1.[OH-:38].[OH2:41]>>[CH3:1][c:2]1[c:3]([CH2:13][CH2:14][c:15]2[n:16][o:17][c:18]([CH2:20][O:21][c:22]3[cH:23][c:24]([CH2:28][C:29](=[O:30])[OH:31])[cH:25][cH:26][cH:27]3)[n:19]2)[n:4][c:5](-[c:7]2[cH:8][cH:9][cH:10][cH:11][cH:12]2)[o:6]1. Starting materials: O (water), N1C=NC=C1 (Imidazole), FC1=CC=C(C(=O)OCC)C=C1 (ethyl 4-fluorobenzoate), C([O-])([O-])=O.[K+].[K+] (potassium carbonate). The solvent is CS(=O)C (DMSO). Run at temperature 90 celsius. The product is N1(C=NC=C1)C1=CC=C(C(=O)OCC)C=C1 (Ethyl 4-(imidazol-1-yl)benzoate). Isolated yield 56.4%. Reaction SMILES: [NH:1]1[CH:5]=[CH:4][N:3]=[CH:2]1.F[C:7]1[CH:17]=[CH:16][C:10]([C:11]([O:13][CH2:14][CH3:15])=[O:12])=[CH:9][CH:8]=1.C(=O)([O-])[O-].[K+].[K+].O>CS(C)=O>[N:1]1([C:7]2[CH:17]=[CH:16][C:10]([C:11]([O:13][CH2:14][CH3:15])=[O:12])=[CH:9][CH:8]=2)[CH:5]=[CH:4][N:3]=[CH:2]1 |f:2.3.4|. Procedure details: Imidazole (0.816 g, 0.01 mol), ethyl 4-fluorobenzoate (2 g, 0.01 mol) and anhydrous potassium carbonate (1.43 g, 0.011 mol) was dissolved in DMSO (30 ml) and heated to 90° C. for 18 h. The solution was poured into water (50 ml), extracted with ethyl acetate (50 ml), dried (sodium sulphate), filtered and evaporated to dryness under reduced pressure. The white solid was purified by flash column chromatography (silica, diethyl ether) to afford a white solid (1.22 g, 56%).